From a dataset of the Open Reaction Database (ORD), a public repository of structured organic reaction records. describe an organic reaction: reactants, conditions, products, and yield Starting materials: BrC1=CC=C(OCC(=O)O)C=C1 (4-bromo-phenoxyacetic acid), NC=1C=C(C(=O)N)C=CC1 (3-amino-benzamide), Cl.C(C)NCCCN=C=NCC (N-(3-ethylaminopropyl)-N′-ethyl carbodiimide HCl), ON1N=NC2=C1C=CC=C2 (1-hydroxybenzotriazole), C(C)(C)N(C(C)C)CC (N,N-diisopropylethylamine). The solvent is CN(C)C=O (DMF). Conditions: time 8 hour. Yields the product BrC1=CC=C(OCC(=O)NC=2C=C(C(=O)N)C=CC2)C=C1 (3-[2-(4-bromo-phenoxy)acetyl-amino]-benzamide). Yield: 21.5%. RXN SMILES: [Br:1][C:2]1[CH:12]=[CH:11][C:5]([O:6][CH2:7][C:8]([OH:10])=O)=[CH:4][CH:3]=1.[NH2:13][C:14]1[CH:15]=[C:16]([CH:20]=[CH:21][CH:22]=1)[C:17]([NH2:19])=[O:18].Cl.C(NCCCN=C=NCC)C.ON1C2C=CC=CC=2N=N1.C(N(CC)C(C)C)(C)C>CN(C=O)C>[Br:1][C:2]1[CH:3]=[CH:4][C:5]([O:6][CH2:7][C:8]([NH:13][C:14]2[CH:15]=[C:16]([CH:20]=[CH:21][CH:22]=2)[C:17]([NH2:19])=[O:18])=[O:10])=[CH:11][CH:12]=1 |f:2.3|. Procedure: To a mixture of (4-bromo-phenoxyacetic acid (392.5 mg, 1.8 mmol), 3-amino-benzamide (408.2 mg, 3.0 mmol), N-(3-ethylaminopropyl)-N′-ethyl carbodiimide HCl (EDC) (517.6 mg, 2.7 mmol) and 1-hydroxybenzotriazole (HOBt) (365.3 mg, 2.7 mmol) in DMF (18 mL) was added N,N-diisopropylethylamine, redistilled (DIPEA) (0.47 ml, 2.7 mmol). The mixture was stirred overnight and then partitioned between ethyl acetate and water. The organic phase was washed with brine, dried (MgSO4 anh), and concentrated. The ... The reactants are B(=O)O[O-].[Na+] (Sodium perborate), ClC1=C(C=CC(=C1)Cl)C1=CC=C(C=C1)C(CCCC=C)=O (1-(2′,4′-Dichloro-biphenyl-4-yl)-hex-5-en-1-one), O (Water). Run in B1C2CCCC1CCC2 (9-BBN). Conditions: time 4 hour. Yields the product ClC1=C(C=CC(=C1)Cl)C1=CC=C(C=C1)C(CCCCCO)=O (1-(2′,4′-Dichloro-biphenyl-4-yl)-6-hydroxy-hexan-1-one). Reaction SMILES: [Cl:1][C:2]1[CH:7]=[C:6]([Cl:8])[CH:5]=[CH:4][C:3]=1[C:9]1[CH:14]=[CH:13][C:12]([C:15](=[O:21])[CH2:16][CH2:17][CH2:18][CH:19]=[CH2:20])=[CH:11][CH:10]=1.B(O[O-])=[O:23].[Na+].O>B1C2CCCC1CCC2>[Cl:1][C:2]1[CH:7]=[C:6]([Cl:8])[CH:5]=[CH:4][C:3]=1[C:9]1[CH:14]=[CH:13][C:12]([C:15](=[O:21])[CH2:16][CH2:17][CH2:18][CH2:19][CH2:20][OH:23])=[CH:11][CH:10]=1 |f:1.2|. Procedure details: 1-(2′,4′-Dichloro-biphenyl-4-yl)-hex-5-en-1-one (1.1 g) was dissolved in 0.5 M 9-BBN (6.9 mL) and stirred at room temperature for 4 hours. Sodium perborate (1 g) was added and the mixture stirred at room temperature for 1 hour. Water (3 mL) was added and the mixture stirred at 50° C. for 2 hours, then overnight at room temperature. The mixture was extracted with ether, dried, and evaporated to give an oil. The oil was purified by column chromatography to give an oil which solidified to a white a... Starting materials: C(C)(=O)OC(CNC(=O)C1=C(C(=C(C(=C1I)N1C(C(CC1)OC(C)=O)=O)I)C(=O)NCC(COC(C)=O)OC(C)=O)I)COC(C)=O (N,N'-bis-[2,3-diacetyloxypropyl]-5-[3-acetyloxy-2-oxo-1-pyrrolidinyl]-2,4,6-triiodo-1,3-benzenedicarboxamide), solution, C[O-].[Na+] (sodium methoxide), CCC1(CCC(=O)NC1=O)C2=CC=C(C=C2)N (AG-1), Na, CO (methanol), CCC1(CCC(=O)NC1=O)C2=CC=C(C=C2)N (AG-1). Run in O (water). The product is OC(CNC(=O)C1=C(C(=C(C(=C1I)N1C(C(CC1)O)=O)I)C(=O)NCC(CO)O)I)CO (N,N'-bis-[2,3-dihydroxypropyl]-5-[3-hydroxy-2-oxo-1-pyrrolidinyl]-2,4,6-triiodo-1,3-benzenedicarboxamide). The yield is 71.2%. Reaction SMILES: C([O:4][CH:5]([CH2:43][O:44]C(=O)C)[CH2:6][NH:7][C:8]([C:10]1[C:15]([I:16])=[C:14]([N:17]2[CH2:21][CH2:20][CH:19]([O:22]C(=O)C)[C:18]2=[O:26])[C:13]([I:27])=[C:12]([C:28]([NH:30][CH2:31][CH:32]([O:38]C(=O)C)[CH2:33][O:34]C(=O)C)=[O:29])[C:11]=1[I:42])=[O:9])(=O)C.C[O-].[Na+].CO.CCC1(C2C=CC(N)=CC=2)C(=O)NC(=O)CC1>O>[OH:4][CH:5]([CH2:43][OH:44])[CH2:6][NH:7][C:8]([C:10]1[C:15]([I:16])=[C:14]([N:17]2[CH2:21][CH2:20][CH:19]([OH:22])[C:18]2=[O:26])[C:13]([I:27])=[C:12]([C:28]([NH:30][CH2:31][CH:32]([OH:38])[CH2:33][OH:34])=[O:29])[C:11]=1[I:42])=[O:9] |f:1.2|. Procedure details: N,N'-Bis-[2,3-diacetyloxypropyl]-5-[3-acetyloxy-2-oxo-1-pyrrolidinyl]-2,4,6-triiodo-1,3-benzenedicarboxamide of example 5b (4.20 g, 4.20 mmol) was treated with a 0.105M solution of methanolic sodium methoxide [prepared by the addition of Na metal (48 mg, 2.10 mmol) to dry methanol (20 ml)] under a nitrogen atmosphere for 2.5 hours. The pH was then adjusted to 6.70 using Dowex-50 resin (H+ form) and AG-1 (OH- form) as necessary. The resin was removed and the solvents evaporated to give a yellow o... Starting materials: ClC1=NC(=CC2=CC(=CC=C12)OC)NC1=NNC=C1 ((1-chloro-6-methoxy-isoquinolin-3-yl)-(1H-pyrazol-3-yl)-amine), B(C=1C=CC(=CC1)C)(O)O (p-tolylboronic acid). The product is COC=1C=C2C=C(N=C(C2=CC1)C1=CC=C(C=C1)C)NC1=NNC=C1 ((6-methoxy-1-p-tolyl-isoquinolin-3-yl)-(1H-pyrazol-3-yl)-amine). Reaction SMILES: Cl[C:2]1[C:11]2[C:6](=[CH:7][C:8]([O:12][CH3:13])=[CH:9][CH:10]=2)[CH:5]=[C:4]([NH:14][C:15]2[CH:19]=[CH:18][NH:17][N:16]=2)[N:3]=1.B(O)(O)[C:21]1[CH:22]=[CH:23][C:24]([CH3:27])=[CH:25][CH:26]=1>>[CH3:13][O:12][C:8]1[CH:7]=[C:6]2[C:11](=[CH:10][CH:9]=1)[C:2]([C:21]1[CH:26]=[CH:25][C:24]([CH3:27])=[CH:23][CH:22]=1)=[N:3][C:4]([NH:14][C:15]1[CH:19]=[CH:18][NH:17][N:16]=1)=[CH:5]2. Procedure details: Similar procedure as described in example 131 was used, starting from (1-chloro-6-methoxy-isoquinolin-3-yl)-(1H-pyrazol-3-yl)-amine and p-tolylboronic acid to give (6-methoxy-1-p-tolyl-isoquinolin-3-yl)-(1H-pyrazol-3-yl)-amine. LC-MS m/e 331 (MH+). Starting materials: C1CCOC1, O, CC1(c2ccncc2)COc2cc(O)ccc2C1CCCCCCCCCSCCCC(F)(F)C(F)(F)F. Product: CC1(c2ccncc2)COc2cc(O)ccc2C1CCCCCCCCCS(=O)CCCC(F)(F)C(F)(F)F. Reaction SMILES: [O:39]1[CH2:40][CH2:41][CH2:42][CH2:43]1.[OH2:44].[OH:1][c:2]1[cH:3][cH:4][c:5]2[c:10]([cH:11]1)[O:9][CH2:8][C:7]([c:12]1[cH:13][cH:14][n:15][cH:16][cH:17]1)([CH3:18])[CH:6]2[CH2:19][CH2:20][CH2:21][CH2:22][CH2:23][CH2:24][CH2:25][CH2:26][CH2:27][S:28][CH2:29][CH2:30][CH2:31][C:32]([C:33]([F:34])([F:35])[F:36])([F:37])[F:38]>>[OH:1][c:2]1[cH:3][cH:4][c:5]2[c:10]([cH:11]1)[O:9][CH2:8][C:7]([c:12]1[cH:13][cH:14][n:15][cH:16][cH:17]1)([CH3:18])[CH:6]2[CH2:19][CH2:20][CH2:21][CH2:22][CH2:23][CH2:24][CH2:25][CH2:26][CH2:27][S:28]([CH2:29][CH2:30][CH2:31][C:32]([C:33]([F:34])([F:35])[F:36])([F:37])[F:38])=[O:39].